Dataset: the Open Reaction Database (ORD), a public repository of structured organic reaction records. Task: describe an organic reaction: reactants, conditions, products, and yield Reactants: BrC1=CC=2C(C3=CC(=CC=C3C2C=C1)Br)=O (2,7-dibromofluorene-9-one), BrC1=C(C=C(C=C1)OCCCCCCCC)C1=CC(=CC=C1)OCCCCCCCC (2-bromo-5,3′-bis-octyloxy-biphenyl), C(C)(C)(C)[Li] (t-butyllithium), O (water). The solvent is C1CCOC1 (THF), [Cl-].[Na+].O (brine), C1CCOC1 (THF). Run at temperature -78 celsius, time 1 hour. Product: C(CCCCCCC)OC=1C=CC(=C(C1)C1=CC=C(C=C1)OCCCCCCCC)C1(C2=CC(=CC=C2C=2C=CC(=CC12)Br)Br)O (9-(5,4′-bis-octyloxy-biphenyl-2-yl)-2,7-dibromo-9H-fluorene-9-ol). RXN SMILES: Br[C:2]1[CH:7]=[CH:6][C:5](OCCCCCCCC)=[CH:4][C:3]=1[C:17]1[CH:22]=[CH:21][CH:20]=[C:19]([O:23][CH2:24][CH2:25][CH2:26][CH2:27][CH2:28][CH2:29][CH2:30][CH3:31])[CH:18]=1.[C:32]([Li])([CH3:35])([CH3:34])C.[Br:37][C:38]1[CH:50]=[CH:49][C:48]2[C:47]3[C:42](=[CH:43][C:44]([Br:51])=[CH:45][CH:46]=3)[C:41](=[O:52])[C:40]=2[CH:39]=1.[OH2:53]>C1COCC1.[Cl-].[Na+].O>[CH2:24]([O:23][C:19]1[CH:20]=[CH:21][C:22]([C:41]2([OH:52])[C:40]3[CH:39]=[C:38]([Br:37])[CH:50]=[CH:49][C:48]=3[C:47]3[C:42]2=[CH:43][C:44]([Br:51])=[CH:45][CH:46]=3)=[C:17]([C:3]2[CH:4]=[CH:5][C:6]([O:53][CH2:4][CH2:3][CH2:2][CH2:7][CH2:6][CH2:34][CH2:32][CH3:35])=[CH:7][CH:2]=2)[CH:18]=1)[CH2:25][CH2:26][CH2:27][CH2:28][CH2:29][CH2:30][CH3:31] |f:5.6.7|. Reported procedure: 2-bromo-5,3′-bis-octyloxy-biphenyl (0.598 g, 1.225 mmol) prepared in Example 3 was dissolved in dried THF (30 ml) and cooled to −78° C. Then, t-butyllithium (t-BuLi) (1.7M, 1.44 ml, 2.45 mmol) was added slowly. The obtained resultant was stirred for about 1 hour at −78° C. After 1 hour, 2,7-dibromofluorene-9-one (0.497 g, 1.47 mmol) dissolved in dried THF (20 ml) was added slowly, stirred for about 1 hour, allowed to warm to room temperature and further stirred at room temperature for about 30 m... The reactants are OCCCNC=1C=2N(C3=CC=C(C=C3N1)C(F)(F)F)C(=CN2)C=O (4-[(3-hydroxypropyl)amino]-7-(trifluoromethyl)imidazo[1,2-a]quinoxaline-1-carbaldehyde), CNC(=O)N (N-methylurea), O1CCCC1 (tetrahydrofuran), [BH4-].[Na+] (sodium borohydride). Reagents/catalysts: CC([O-])C.[Ti+4].CC([O-])C.CC([O-])C.CC([O-])C (titanium(IV) isopropoxide). Reaction conditions: temperature 35 celsius, time 5 hour. Yields the product OCCCNC=1C=2N(C3=CC=C(C=C3N1)C(F)(F)F)C(=CN2)CNC(=O)NC (1-({4-[(3-hydroxypropyl)amino]-7-(trifluoromethyl)imidazo[1,2-a]quinoxalin-1-yl}methyl)-3-methylurea). Isolated yield 69.0%. RXN SMILES: [OH:1][CH2:2][CH2:3][CH2:4][NH:5][C:6]1[C:7]2[N:8]([C:20](C=O)=[CH:21][N:22]=2)[C:9]2[C:14]([N:15]=1)=[CH:13][C:12]([C:16]([F:19])([F:18])[F:17])=[CH:11][CH:10]=2.[CH3:25][NH:26][C:27]([NH2:29])=[O:28].[BH4-].[Na+].O1CCC[CH2:33]1>CC(C)[O-].[Ti+4].CC(C)[O-].CC(C)[O-].CC(C)[O-]>[OH:1][CH2:2][CH2:3][CH2:4][NH:5][C:6]1[C:7]2[N:8]([C:20]([CH2:25][NH:26][C:27]([NH:29][CH3:33])=[O:28])=[CH:21][N:22]=2)[C:9]2[C:14]([N:15]=1)=[CH:13][C:12]([C:16]([F:17])([F:18])[F:19])=[CH:11][CH:10]=2 |f:2.3,5.6.7.8.9|. Procedure: To a solution of 4-[(3-hydroxypropyl)amino]-7-(trifluoromethyl)imidazo[1,2-a]quinoxaline-1-carbaldehyde (35 mg, 0.10 mmol) in anhydrous tetrahydrofuran (190 μL) under Argon were added titanium(IV) isopropoxide (50 μL, 0.17 mmol) and N-methylurea (9 mg, 0.11 mmol). After 5 h at room temperature, sodium borohydride (2.2 mg, 0.05 mmol) was added at 0° C. and the solution was stirred at 35° C. overnight. The mixture was allowed to cool to room temperature, quenched with water (formation of a precipi... Reactants: COC1=C(C=CC=C1)N (2-methoxybenzeneamine), C[Si](C)(C)Cl (TMSCl), O (Water), CC1(OC(CC(O1)=O)=O)C (2,2-dimethyl-1,3-dioxane-4,6-dione). Run in C(Cl)Cl (DCM). Yields the product COC1=C(C=CC=C1)NC(CC(=O)O)=O (3-(2-Methoxyphenylamino)-3-oxopropanoic acid). The yield is 30.0%. Reaction SMILES: [CH3:1][O:2][C:3]1[CH:8]=[CH:7][CH:6]=[CH:5][C:4]=1[NH2:9].C[Si](Cl)(C)C.CC1(C)[O:21][C:20](=O)[CH2:19][C:18](=[O:23])[O:17]1.O>C(Cl)Cl>[CH3:1][O:2][C:3]1[CH:8]=[CH:7][CH:6]=[CH:5][C:4]=1[NH:9][C:20](=[O:21])[CH2:19][C:18]([OH:23])=[O:17]. Procedure details: To a solution of 2-methoxybenzeneamine (1.1 g, 8.93 mmol) in DCM (90 mL) was added TMSCl (1.1 mL, 8.93 mmol) at room temperature [Rigo, B.; Fasseur, D.; Cauliez, P. and Couturier, D. Tetrahedron Lett.; 30; 23; 1989; 3073-3076.]. The reaction mixture was stirred for 30 mins before the addition of 2,2-dimethyl-1,3-dioxane-4,6-dione (1.29 g, 8.93 mmol) and then stirring was continued mixture for additional 2 hours. Water (1 mL) was added, and the reaction mixture was concentrated under reduced pres... Reactants: C(C1=CC=CC=C1)[C@@H]([C@@H](CC(S(=O)(=O)C=1C=C2N=CC=NC2=CC1)OC1CCCC1)O)NC(OC(C)(C)C)=O (tert-butyl N-[(1S,2R)-1-benzyl-4-(cyclopentyloxy)-2-hydroxy-4-(6-quinoxalinylsulfonyl)butyl]carbamate), FC(C(=O)O)(F)F (trifluoroacetic acid). Conditions: time 0.5 hour. The product is N[C@H]([C@@H](CC(S(=O)(=O)C=1C=C2N=CC=NC2=CC1)OC1CCCC1)O)CC1=CC=CC=C1 ((3R,4S)-4-amino-1-(cyclopentyloxy)-5-phenyl-1-(6-quinoxalinylsulfonyl)-3-pentanol). The yield is 82.4%. Reaction SMILES: [CH2:1]([C@H:8]([NH:32]C(=O)OC(C)(C)C)[C@H:9]([OH:31])[CH2:10][CH:11]([O:25][CH:26]1[CH2:30][CH2:29][CH2:28][CH2:27]1)[S:12]([C:15]1[CH:16]=[C:17]2[C:22](=[CH:23][CH:24]=1)[N:21]=[CH:20][CH:19]=[N:18]2)(=[O:14])=[O:13])[C:2]1[CH:7]=[CH:6][CH:5]=[CH:4][CH:3]=1.FC(F)(F)C(O)=O>>[NH2:32][C@@H:8]([CH2:1][C:2]1[CH:3]=[CH:4][CH:5]=[CH:6][CH:7]=1)[C@H:9]([OH:31])[CH2:10][CH:11]([O:25][CH:26]1[CH2:27][CH2:28][CH2:29][CH2:30]1)[S:12]([C:15]1[CH:16]=[C:17]2[C:22](=[CH:23][CH:24]=1)[N:21]=[CH:20][CH:19]=[N:18]2)(=[O:13])=[O:14]. Procedure: A mixture of tert-butyl N-[(1S,2R)-1-benzyl-4-(cyclopentyloxy)-2-hydroxy-4-(6-quinoxalinylsulfonyl)butyl]carbamate (563 mg, 1.01 mmol) and trifluoroacetic acid (5 mL) was stirred under an Argon atmosphere for 0.5 hrs. The acid was removed in vacuo and the residue was partitioned between dichloromethane and 1N sodium hydroxide. The organic layer was separated and the aqueous layer was extracted again with dichloromethane. The combined organic layers were dried over anhydrous sodium sulfate, filte... Starting materials: C(=S)(Cl)Cl (thiophosgene), NC=1C(=CC2=C(N=C(O2)C2=NC=CC=C2)C1)C (5-amino-6-methyl-2-(2-pyridinyl)benzoxazole), C([O-])([O-])=O.[Ca+2] (calcium carbonate), C(OC)COC (glyme). Run in O (water). Reaction conditions: temperature 5 celsius, time 0.5 hour. The product is N(=C=S)C=1C(=CC2=C(N=C(O2)C2=NC=CC=C2)C1)C (5-isothiocyanato-6-methyl-2-(2-pyridinyl)benzoxazole). Yield: 68.9%. As a reaction SMILES: [NH2:1][C:2]1[C:3]([CH3:17])=[CH:4][C:5]2[O:9][C:8]([C:10]3[CH:15]=[CH:14][CH:13]=[CH:12][N:11]=3)=[N:7][C:6]=2[CH:16]=1.C(=O)([O-])[O-].[Ca+2].C(COC)OC.[C:29](Cl)(Cl)=[S:30]>O>[N:1]([C:2]1[C:3]([CH3:17])=[CH:4][C:5]2[O:9][C:8]([C:10]3[CH:15]=[CH:14][CH:13]=[CH:12][N:11]=3)=[N:7][C:6]=2[CH:16]=1)=[C:29]=[S:30] |f:1.2|. Procedure: A mixture of 5-amino-6-methyl-2-(2-pyridinyl)benzoxazole (8.7 g, 0.044 mole), calcium carbonate (4.44 g, 0.044 mole), glyme (150 ml) and water (50 ml) is cooled to 5° C in an ice-bath, and thiophosgene (5.11 g, 0.044 mole) is added. The mixture is stirred for 0.5 hour at 5° C and then allowed to warm to room temperature and stirred for about 16 hours. The precipitated material is collected, washed with water and crystallized from glyme/water (3:1) yielding 8.1 g of the title compound, melting po... The reactants are O=C([O-])[O-], Clc1ncnc(Cl)c1C1OCCO1, [K+], [K+], CN(C)C=O, Oc1ccc(-c2csnn2)cc1. Yields the product Clc1ncnc(Oc2ccc(-c3csnn3)cc2)c1C1OCCO1. As a reaction SMILES: [C:14](=[O:15])([O-:16])[O-:17].[Cl:1][c:2]1[n:3][cH:4][n:5][c:6]([Cl:13])[c:7]1[CH:8]1[O:9][CH2:10][CH2:11][O:12]1.[K+:18].[K+:19].[O:32]=[CH:33][N:34]([CH3:35])[CH3:36].[s:20]1[n:21][n:22][c:23](-[c:25]2[cH:26][cH:27][c:28]([OH:31])[cH:29][cH:30]2)[cH:24]1>>[c:2]1([O:31][c:28]2[cH:27][cH:26][c:25](-[c:23]3[n:22][n:21][s:20][cH:24]3)[cH:30][cH:29]2)[n:3][cH:4][n:5][c:6]([Cl:13])[c:7]1[CH:8]1[O:9][CH2:10][CH2:11][O:12]1.